This data is from the Open Reaction Database (ORD), a public repository of structured organic reaction records. The task is: describe an organic reaction: reactants, conditions, products, and yield Starting materials: [N+](=O)([O-])C1=C(C=CC=C1)C (o-nitrotoluene), OS(=O)(=O)O (H2SO4), Br (hydrobromic acid), N(=NC(C#N)(C)C)C(C#N)(C)C (2,2'-azobis(2-methylpropionitrile)), C(C)(=O)OO (peroxyacetic acid). Solvent: ClC1=CC=CC=C1 (chlorobenzene). The product is [N+](=O)([O-])C1=C(CBr)C=CC=C1 (o-nitrobenzyl bromide). RXN SMILES: [N+:1]([C:4]1[CH:9]=[CH:8][CH:7]=[CH:6][C:5]=1[CH3:10])([O-:3])=[O:2].OS(O)(=O)=O.[BrH:16].N(C(C)(C)C#N)=NC(C)(C)C#N.C(OO)(=O)C>ClC1C=CC=CC=1>[N+:1]([C:4]1[CH:9]=[CH:8][CH:7]=[CH:6][C:5]=1[CH2:10][Br:16])([O-:3])=[O:2]. Procedure details: 13.7 g of o-nitrotoluene, 38.8 g of chlorobenzene, 0.24 g of conc. H2SO4 and 19.8 g of 47% strength aqueous hydrobromic acid were mixed at 62° C. in a 250 ml stirred apparatus, 2.32 g of 2,2'-azobis(2-methylpropionitrile) were added and, while stirring vigorously, 11.6 g of peroxyacetic acid (32% strength) were added dropwise in small portions over the course of 25.5 hours. Starting materials: Intermediate 100, BrC=1C(=NN(C1)C)C1=CC=C(C=C1)[N+](=O)[O-] (4-bromo-1-methyl-3-(4-nitrophenyl)-1H-pyrazole), Intermediate 21, CN(CC1=CC=C(C=C1)C1=CC=2C(=NC=CC2B2OC(C(O2)(C)C)(C)C)N1S(=O)(=O)C1=CC=CC=C1)C (N,N-dimethyl-1-{4-[1-(phenylsulfonyl)-4-(4,4,5,5-tetramethyl-1,3,2-dioxaborolan-2-yl)-1H-pyrrolo[2,3-b]pyridin-2-yl]phenyl}methanamine). Yields the product CN(CC1=CC=C(C=C1)C1=CC=2C(=NC=CC2C=2C(=NN(C2)C)C2=CC=C(C=C2)[N+](=O)[O-])N1)C (N,N-dimethyl-1-(4-{4-[1-methyl-3-(4-nitrophenyl)-1H-pyrazol-4-yl]-1H-pyrrolo[2,3-b]pyridin-2-yl}phenyl)methanamine). Reaction SMILES: [CH3:1][N:2]([CH3:37])[CH2:3][C:4]1[CH:9]=[CH:8][C:7]([C:10]2[N:27](S(C3C=CC=CC=3)(=O)=O)[C:13]3=[N:14][CH:15]=[CH:16][C:17](B4OC(C)(C)C(C)(C)O4)=[C:12]3[CH:11]=2)=[CH:6][CH:5]=1.Br[C:39]1[C:40]([C:45]2[CH:50]=[CH:49][C:48]([N+:51]([O-:53])=[O:52])=[CH:47][CH:46]=2)=[N:41][N:42]([CH3:44])[CH:43]=1>>[CH3:1][N:2]([CH3:37])[CH2:3][C:4]1[CH:9]=[CH:8][C:7]([C:10]2[NH:27][C:13]3=[N:14][CH:15]=[CH:16][C:17]([C:39]4[C:40]([C:45]5[CH:50]=[CH:49][C:48]([N+:51]([O-:53])=[O:52])=[CH:47][CH:46]=5)=[N:41][N:42]([CH3:44])[CH:43]=4)=[C:12]3[CH:11]=2)=[CH:6][CH:5]=1. Reported procedure: Following the procedure described in Intermediate 100 and Intermediate 21 using N,N-dimethyl-1-{4-[1-(phenylsulfonyl)-4-(4,4,5,5-tetramethyl-1,3,2-dioxaborolan-2-yl)-1H-pyrrolo[2,3-b]pyridin-2-yl]phenyl}methanamine and 4-bromo-1-methyl-3-(4-nitrophenyl)-1H-pyrazole provided the title compound. ESMS [M+H]+: 453.2. Reported procedure: To a stirred solution of DMSO (2.4 mL, 2.8 eq, 33.82 mmol) in DCM (30 mL) under an argon atmosphere at −45° C., was added oxalyl chloride (2 M in DCM, 8.45 mL, 1.40 eq, 16.9 mmol), dropwise. The reaction mixture was stirred at −45° C. for 1 h, after which time a solution of (S)-2-(trityl-amino)-butan-1-ol (4 g, 1 eq, 12.07 mmol) in DCM (30 mL) was added dropwise with stirring. The reaction mixture was stirred at this temperature for 3 h, when TLC (hexane:ether; 80:20) indicated that the reaction... Reaction SMILES: CS(C)=O.C(Cl)(=O)C(Cl)=O.[C:11]([NH:30][C@@H:31]([CH2:34][CH3:35])[CH2:32][OH:33])([C:24]1[CH:29]=[CH:28][CH:27]=[CH:26][CH:25]=1)([C:18]1[CH:23]=[CH:22][CH:21]=[CH:20][CH:19]=1)[C:12]1[CH:17]=[CH:16][CH:15]=[CH:14][CH:13]=1.CCCCCC>C(Cl)Cl.CCOCC>[C:11]([NH:30][C@@H:31]([CH2:34][CH3:35])[CH:32]=[O:33])([C:18]1[CH:19]=[CH:20][CH:21]=[CH:22][CH:23]=1)([C:24]1[CH:29]=[CH:28][CH:27]=[CH:26][CH:25]=1)[C:12]1[CH:17]=[CH:16][CH:15]=[CH:14][CH:13]=1. Run at temperature -45 celsius, time 1 hour. Run in C(Cl)Cl (DCM), CCOCC (ether), C(Cl)Cl (DCM), C(Cl)Cl (DCM), C(Cl)Cl (DCM). Yields the product C(C1=CC=CC=C1)(C1=CC=CC=C1)(C1=CC=CC=C1)N[C@H](C=O)CC ((S)-2-(Trityl-amino)-butyraldehyde). Starting materials: C(C1=CC=CC=C1)(C1=CC=CC=C1)(C1=CC=CC=C1)N[C@H](CO)CC ((S)-2-(trityl-amino)-butan-1-ol), CCCCCC (hexane), TEA, CS(=O)C (DMSO), C(C(=O)Cl)(=O)Cl (oxalyl chloride).